Dataset: the Open Reaction Database (ORD), a public repository of structured organic reaction records. Task: describe an organic reaction: reactants, conditions, products, and yield The reactants are COc1ccc(COC(=O)C(C)(C)CCCOC(=O)C(NC(=O)OCc2ccccc2)C(C)C)cc1, ClCCl, O=C(O)C(F)(F)F. Yields the product CC(C)C(NC(=O)OCc1ccccc1)C(=O)OCCCC(C)(C)C(=O)O. RXN SMILES: [C:1](=[O:2])([O:3][CH2:4][c:5]1[cH:6][cH:7][cH:8][cH:9][cH:10]1)[NH:11][CH:12]([CH:13]([CH3:14])[CH3:15])[C:16](=[O:17])[O:18][CH2:19][CH2:20][CH2:21][C:22]([C:23](=[O:24])[O:25][CH2:26][c:27]1[cH:28][cH:29][c:30]([O:31][CH3:32])[cH:33][cH:34]1)([CH3:35])[CH3:36].[Cl:44][CH2:45][Cl:46].[OH:37][C:38]([C:39]([F:40])([F:41])[F:42])=[O:43]>>[C:1](=[O:2])([O:3][CH2:4][c:5]1[cH:6][cH:7][cH:8][cH:9][cH:10]1)[NH:11][CH:12]([CH:13]([CH3:14])[CH3:15])[C:16](=[O:17])[O:18][CH2:19][CH2:20][CH2:21][C:22]([C:23](=[O:24])[OH:25])([CH3:35])[CH3:36]. Starting materials: C(C1=CC=CC=C1)N1C([C@H](NCC1)C)=O (1-Benzyl-(3R)-methylpiperazine-2-one), [H-].[Al+3].[Li+].[H-].[H-].[H-] (lithium aluminum hydride). Solvent: C1CCOC1 (THF). Reaction conditions: time 1 hour. Product: C(C1=CC=CC=C1)N1CC(NCC1)C (1-benzyl-3-methylpiperazine). Reaction SMILES: [CH2:1]([N:8]1[CH2:13][CH2:12][NH:11][C@H:10]([CH3:14])[C:9]1=O)[C:2]1[CH:7]=[CH:6][CH:5]=[CH:4][CH:3]=1.[H-].[Al+3].[Li+].[H-].[H-].[H-]>C1COCC1>[CH2:1]([N:8]1[CH2:13][CH2:12][NH:11][CH:10]([CH3:14])[CH2:9]1)[C:2]1[CH:3]=[CH:4][CH:5]=[CH:6][CH:7]=1 |f:1.2.3.4.5.6|. Reported procedure: A mixture of 1-benzyl-3R-methylpiperazine-2-one (XX, 4.36 g), lithium aluminum hydride (LAH, 2.33 g) and THF (125 ml) is heated at reflux for 16 hr. After cooling to 20°-25°, the mixture is quenched slowly with water (2.3 ml), sodium hydroxide (10%, 3.5 ml) and water (5.7 ml). The residue is diluted with ether (100 ml) and is stirred for 1 hr. The solids are filtered and washed successively with ether, methylene chloride and ether. The combined filtrates are dried over potassium carbonate, filte... Starting materials: O=C([O-])[O-], CI, CCOC(C)=O, [Cs+], [Cs+], Oc1cccnc1I, CN(C)C=O, O. Yields the product COc1cccnc1I. Reaction SMILES: [C:9](=[O:10])([O-:11])[O-:12].[CH3:15][I:16].[CH3:23][CH2:24][O:25][C:26]([CH3:27])=[O:28].[Cs+:13].[Cs+:14].[I:1][c:2]1[n:3][cH:4][cH:5][cH:6][c:7]1[OH:8].[O:18]=[CH:19][N:20]([CH3:21])[CH3:22].[OH2:17]>>[I:1][c:2]1[n:3][cH:4][cH:5][cH:6][c:7]1[O:8][CH3:9]. Reactants: C1CCNC1, COc1ccc(-c2sc3cc(OC)ccc3c2C(=O)c2ccc(OCCCCCCCCBr)cc2)cc1, CN(C)C=O. The product is COc1ccc(-c2sc3cc(OC)ccc3c2C(=O)c2ccc(OCCCCCCCCN3CCCC3)cc2)cc1. Reaction SMILES: [CH2:38]1[CH2:39][CH2:40][NH:41][CH2:42]1.[CH3:1][O:2][c:3]1[cH:4][cH:5][c:6](-[c:9]2[c:10]([C:20](=[O:21])[c:22]3[cH:23][cH:24][c:25]([O:28][CH2:29][CH2:30][CH2:31][CH2:32][CH2:33][CH2:34][CH2:35][CH2:36][Br:37])[cH:26][cH:27]3)[c:11]3[c:12]([s:13]2)[cH:14][c:15]([O:18][CH3:19])[cH:16][cH:17]3)[cH:7][cH:8]1.[CH3:43][N:44]([CH3:45])[CH:46]=[O:47]>>[CH3:1][O:2][c:3]1[cH:4][cH:5][c:6](-[c:9]2[c:10]([C:20](=[O:21])[c:22]3[cH:23][cH:24][c:25]([O:28][CH2:29][CH2:30][CH2:31][CH2:32][CH2:33][CH2:34][CH2:35][CH2:36][N:41]4[CH2:40][CH2:39][CH2:38][CH2:42]4)[cH:26][cH:27]3)[c:11]3[c:12]([s:13]2)[cH:14][c:15]([O:18][CH3:19])[cH:16][cH:17]3)[cH:7][cH:8]1. RXN SMILES: [C:1]([NH:20][C:21]1[S:22][CH:23]=[C:24](/[C:26](=[N:71]/[O:72][C:73]([C:86]2[CH:91]=[CH:90][CH:89]=[CH:88][CH:87]=2)([C:80]2[CH:85]=[CH:84][CH:83]=[CH:82][CH:81]=2)[C:74]2[CH:79]=[CH:78][CH:77]=[CH:76][CH:75]=2)/[C:27]([NH:29][C@@H:30]2[C:69](=[O:70])[N:32]3[C:33]([C:57]([O:59][CH2:60][C:61]4[CH:66]=[CH:65][C:64]([O:67][CH3:68])=[CH:63][CH:62]=4)=[O:58])=[C:34]([CH:37]=P(C4C=CC=CC=4)(C4C=CC=CC=4)C4C=CC=CC=4)[CH2:35][S:36][C@H:31]23)=[O:28])[N:25]=1)([C:14]1[CH:19]=[CH:18][CH:17]=[CH:16][CH:15]=1)([C:8]1[CH:13]=[CH:12][CH:11]=[CH:10][CH:9]=1)[C:2]1[CH:7]=[CH:6][CH:5]=[CH:4][CH:3]=1.[N:92]1[CH:97]=[C:96]([CH:98]=O)[CH:95]=[N:94][CH:93]=1.C(OC(C)C)(C)C.CCCCCC>ClCCl>[C:1]([NH:20][C:21]1[S:22][CH:23]=[C:24](/[C:26](=[N:71]/[O:72][C:73]([C:80]2[CH:81]=[CH:82][CH:83]=[CH:84][CH:85]=2)([C:74]2[CH:75]=[CH:76][CH:77]=[CH:78][CH:79]=2)[C:86]2[CH:87]=[CH:88][CH:89]=[CH:90][CH:91]=2)/[C:27]([NH:29][C@@H:30]2[C:69](=[O:70])[N:32]3[C:33]([C:57]([O:59][CH2:60][C:61]4[CH:62]=[CH:63][C:64]([O:67][CH3:68])=[CH:65][CH:66]=4)=[O:58])=[C:34](/[CH:37]=[CH:98]\[C:96]4[CH:95]=[N:94][CH:93]=[N:92][CH:97]=4)[CH2:35][S:36][C@H:31]23)=[O:28])[N:25]=1)([C:2]1[CH:3]=[CH:4][CH:5]=[CH:6][CH:7]=1)([C:8]1[CH:13]=[CH:12][CH:11]=[CH:10][CH:9]=1)[C:14]1[CH:19]=[CH:18][CH:17]=[CH:16][CH:15]=1. Procedure details: p-Methoxybenzyl 7β-[(Z)-2-(2-tritylaminothiazol-4-yl)-2-trityloxyiminoacetamido]-3-[(triphenylphosphoranylidene)methyl]-3-cephem-4-carboxylate (4 g) and 5-pyrimidinaldehyde (0.8 g) were stirred for 12 hours in dichloromethane (40 ml). The reaction mixture was concentrated to about 15 ml and then subjected to chromatography on a silica gel column. Relevant fractions were combined and concentrated, whereby an oily matter was obtained. It was added dropwise to a mixed solvent of isopropyl ether (20... The reactants are C(C1=CC=CC=C1)(C1=CC=CC=C1)(C1=CC=CC=C1)NC=1SC=C(N1)/C(/C(=O)N[C@H]1[C@@H]2N(C(=C(CS2)C=P(C2=CC=CC=C2)(C2=CC=CC=C2)C2=CC=CC=C2)C(=O)OCC2=CC=C(C=C2)OC)C1=O)=N/OC(C1=CC=CC=C1)(C1=CC=CC=C1)C1=CC=CC=C1 (p-Methoxybenzyl 7β-[(Z)-2-(2-tritylaminothiazol-4-yl)-2-trityloxyiminoacetamido]-3-[(triphenylphosphoranylidene)methyl]-3-cephem-4-carboxylate), N1=CN=CC(=C1)C=O (5-pyrimidinaldehyde), C(C)(C)OC(C)C (isopropyl ether), CCCCCC (n-hexane). Solvent: ClCCl (dichloromethane). Yields the product C(C1=CC=CC=C1)(C1=CC=CC=C1)(C1=CC=CC=C1)NC=1SC=C(N1)/C(/C(=O)N[C@H]1[C@@H]2N(C(=C(CS2)\C=C/C=2C=NC=NC2)C(=O)OCC2=CC=C(C=C2)OC)C1=O)=N/OC(C1=CC=CC=C1)(C1=CC=CC=C1)C1=CC=CC=C1 (p-Methoxybenzyl 7β-[(Z)-2-(2-tritylaminothiazol-4-yl)-2-trityloxyiminoacetamido]-3-[(Z)-(pyrimidin-5-yl)vinyl]-3-cephem-4-carboxylate).